This data is from the Open Reaction Database (ORD), a public repository of structured organic reaction records. The task is: describe an organic reaction: reactants, conditions, products, and yield The reactants are C[Mg]Br (methylmagnesium bromide), O (water), COCNC(=O)C1=CC2=CC=CC=C2C=C1O (3-Hydroxynaphthalene-2-carboxylic acid methoxymethylamide), [Cl-].[NH4+] (ammonium chloride). Run in O1CCCC1 (tetrahydrofuran), O1CCCC1 (tetrahydrofuran). Conditions: temperature -78 celsius, time 1.5 hour. Product: OC=1C(=CC2=CC=CC=C2C1)C(C)=O (1-(3-hydroxynaphthalen-2-yl)-ethanone). Isolated yield 78.0%. As a reaction SMILES: COCN[C:5]([C:7]1[C:16]([OH:17])=[CH:15][C:14]2[C:9](=[CH:10][CH:11]=[CH:12][CH:13]=2)[CH:8]=1)=[O:6].[CH3:18][Mg]Br.[Cl-].[NH4+].O>O1CCCC1>[OH:17][C:16]1[C:7]([C:5](=[O:6])[CH3:18])=[CH:8][C:9]2[C:14]([CH:15]=1)=[CH:13][CH:12]=[CH:11][CH:10]=2 |f:2.3|. Reported procedure: 3-Hydroxynaphthalene-2-carboxylic acid methoxymethylamide (600 mg) was dissolved in tetrahydrofuran (36 ml) to prepare a solution. A solution (9.8 ml) of 0.93 M methylmagnesium bromide in tetrahydrofuran was added thereto at −78° C., temperature of the mixture was raised to room temperature, and the mixture was stirred for 1.5 hr. A saturated aqueous ammonium chloride solution was added to stop the reaction, water was added thereto, and the mixture was extracted with ethyl acetate. The ethyl ace... Starting materials: C(=O)(OC)C(OC1=C(C=C(C=C1CCC)CN1C(N(C2=C1C=CC=C2)C(=O)OCC)=O)Cl)C2=CC1=C(C=C2)OCO1 (1-[4-(1-carbomethoxy-1-(3,4-methylenedioxyphenyl)methoxy)-3-chloro-5-propylphenylmethyl]-3-carboethoxy-2-benzimidazolinone), solution, [OH-].[Na+] (sodium hydroxide), Cl (hydrochloric acid). Run in CO (methanol). Reaction conditions: time 2 hour. The product is C(=O)(O)C(OC1=C(C=C(C=C1CCC)CN1C(NC2=C1C=CC=C2)=O)Cl)C2=CC1=C(C=C2)OCO1 (1-[4-(1-carboxy-1-(3,4-methylenedioxyphenyl)methoxy)-3-chloro-5-propylphenylmethyl]-2-benzimidazolinone). Isolated yield 51.2%. RXN SMILES: [C:1]([CH:5]([C:33]1[CH:38]=[CH:37][C:36]2[O:39][CH2:40][O:41][C:35]=2[CH:34]=1)[O:6][C:7]1[C:12]([CH2:13][CH2:14][CH3:15])=[CH:11][C:10]([CH2:16][N:17]2[C:21]3[CH:22]=[CH:23][CH:24]=[CH:25][C:20]=3[N:19](C(OCC)=O)[C:18]2=[O:31])=[CH:9][C:8]=1[Cl:32])([O:3]C)=[O:2].[OH-].[Na+].Cl>CO>[C:1]([CH:5]([C:33]1[CH:38]=[CH:37][C:36]2[O:39][CH2:40][O:41][C:35]=2[CH:34]=1)[O:6][C:7]1[C:12]([CH2:13][CH2:14][CH3:15])=[CH:11][C:10]([CH2:16][N:17]2[C:21]3[CH:22]=[CH:23][CH:24]=[CH:25][C:20]=3[NH:19][C:18]2=[O:31])=[CH:9][C:8]=1[Cl:32])([OH:3])=[O:2] |f:1.2|. Reported procedure: To a solution of 0.088 g (0.15 mmol) of the product of step F in 4 mL of methanol was added 250 μL of a 5.0 N solution of sodium hydroxide and the reaction was stirred at room temperature for 2 hours. The reaction mixture was then adjusted to pH=6 with dropwise addition of 2 N hydrochloric acid, and then concentrated in vacuo. The residue was redissolved in methanol, filtered, and evaporated. The mixture was then purified on a silica gel flash chromatography column eluted with CHCl3 -MeOH-NH4OH ...